This data is from the Open Reaction Database (ORD), a public repository of structured organic reaction records. The task is: describe an organic reaction: reactants, conditions, products, and yield Starting materials: COCCCN1CCOc2ccc(COC3CN(S(=O)(=O)c4ccc(C)cc4)C(CCC(=O)O)CC3c3ccc(OC)cc3)cc21, CNOC, Cl. Yields the product COCCCN1CCOc2ccc(COC3CN(S(=O)(=O)c4ccc(C)cc4)C(CCC(=O)N(C)OC)CC3c3ccc(OC)cc3)cc21. As a reaction SMILES: [CH3:1][O:2][c:3]1[cH:4][cH:5][c:6]([CH:9]2[CH2:10][CH:11]([CH2:42][CH2:43][C:44](=[O:45])[OH:46])[N:12]([S:32](=[O:33])(=[O:34])[c:35]3[cH:36][cH:37][c:38]([CH3:41])[cH:39][cH:40]3)[CH2:13][CH:14]2[O:15][CH2:16][c:17]2[cH:18][cH:19][c:20]3[c:21]([cH:31]2)[N:22]([CH2:26][CH2:27][CH2:28][O:29][CH3:30])[CH2:23][CH2:24][O:25]3)[cH:7][cH:8]1.[CH3:48][NH:49][O:50][CH3:51].[ClH:47]>>[CH3:1][O:2][c:3]1[cH:4][cH:5][c:6]([CH:9]2[CH2:10][CH:11]([CH2:42][CH2:43][C:44](=[O:46])[N:49]([CH3:48])[O:50][CH3:51])[N:12]([S:32](=[O:33])(=[O:34])[c:35]3[cH:36][cH:37][c:38]([CH3:41])[cH:39][cH:40]3)[CH2:13][CH:14]2[O:15][CH2:16][c:17]2[cH:18][cH:19][c:20]3[c:21]([cH:31]2)[N:22]([CH2:26][CH2:27][CH2:28][O:29][CH3:30])[CH2:23][CH2:24][O:25]3)[cH:7][cH:8]1. Procedure: To solution of 4-[1-phenyl-1-(1-methylimidazol-4-yl)methylene]piperidine-1-carboxylic acid tert-butyl ester (0.0477 g, 0.0775 mmol) in CH2Cl2 (3 mL) was added TFA (0.3 mL) and the solution was allowed to stir at rt for 30 min. The solvent was then removed in vacuo and the material was dissolved in CHCl3. To this solution was added 4-methoxy-7-(3-methyl-1,2,4-triazol-1-yl)-6-azaindol-3-yl-oxoacetic acid hydrochloride salt (0.0258 g, 0.0764 mmol) and iPrNEt2 (0.024 mL, 1.38 mmol), followed by BOP-... RXN SMILES: C(O[C:6]([N:8]1[CH2:13][CH2:12][C:11](=[C:14]([C:21]2[CH:26]=[CH:25][CH:24]=[CH:23][CH:22]=2)[C:15]2[N:16]=[CH:17][N:18]([CH3:20])[CH:19]=2)[CH2:10][CH2:9]1)=[O:7])(C)(C)C.C(O)(C(F)(F)F)=O.Cl.[CH3:35][O:36][C:37]1[CH:45]=[N:44][C:43]([N:46]2[CH:50]=[N:49][C:48]([CH3:51])=[N:47]2)=[C:42]2[C:38]=1[C:39]([C:52](=[O:56])C(O)=O)=[CH:40][NH:41]2.C(N(CC)CC)(C)C.C1N(P(Cl)(N2C(=O)OCC2)=O)C(=O)OC1>C(Cl)Cl>[C:21]1([C:14](=[C:11]2[CH2:12][CH2:13][N:8]([C:6](=[O:7])[C:52]([C:39]3[C:38]4[C:42](=[C:43]([N:46]5[CH:50]=[N:49][C:48]([CH3:51])=[N:47]5)[N:44]=[CH:45][C:37]=4[O:36][CH3:35])[NH:41][CH:40]=3)=[O:56])[CH2:9][CH2:10]2)[C:15]2[N:16]=[CH:17][N:18]([CH3:20])[CH:19]=2)[CH:26]=[CH:25][CH:24]=[CH:23][CH:22]=1 |f:2.3|. The yield is 51.2%. The product is C1(=CC=CC=C1)C(C=1N=CN(C1)C)=C1CCN(CC1)C(C(=O)C1=CNC2=C(N=CC(=C12)OC)N1N=C(N=C1)C)=O (1-[4-(1-Phenyl-1-(1-methylimidazol-4-yl)-methylene)-piperidin-1-yl]-2-(4-methoxy-7-(3-methyl-1,2,4-triazol-1-yl)-6-azaindol-3-yl)-ethane-1,2-dione). Conditions: time 30 minute. The reactants are C1COC(=O)N1P(=O)(N2CCOC2=O)Cl (BOP-Cl), C(C)(C)(C)OC(=O)N1CCC(CC1)=C(C=1N=CN(C1)C)C1=CC=CC=C1 (4-[1-phenyl-1-(1-methylimidazol-4-yl)methylene]piperidine-1-carboxylic acid tert-butyl ester), C(=O)(C(F)(F)F)O (TFA), Cl.COC1=C2C(=CNC2=C(N=C1)N1N=C(N=C1)C)C(C(=O)O)=O (4-methoxy-7-(3-methyl-1,2,4-triazol-1-yl)-6-azaindol-3-yl-oxoacetic acid hydrochloride salt), C(C)(C)N(CC)CC (iPrNEt2). The solvent is C(Cl)Cl (CH2Cl2). The reactants are CCOC(=O)C(C(=O)OCC)c1c(Cl)cnn(Cc2ccccc2)c1=O, CCC(CC)(C(=O)[O-])C(=O)[O-], CCOC(=O)C(C(=O)OCC)c1cnn(Cc2ccccc2)c(=O)c1Cl, CC[O-], CS(C)=O, CC(C)OC(C)C, [Cl-], [Na+], [Na+], O. Yields the product CCOC(=O)Cc1c(Cl)cnn(Cc2ccccc2)c1=O. As a reaction SMILES: [CH2:16]([CH3:17])[O:18][C:19]([CH:20]([C:21]([O:22][CH2:23][CH3:24])=[O:25])[c:26]1[c:27](=[O:40])[n:28]([CH2:33][c:34]2[cH:35][cH:36][cH:37][cH:38][cH:39]2)[n:29][cH:30][c:31]1[Cl:32])=[O:41].[CH2:1]([C:2]([CH2:3][CH3:4])([C:5]([O-:6])=[O:7])[C:8]([O-:9])=[O:10])[CH3:11].[CH2:42]([O:43][C:44](=[O:45])[CH:46]([c:47]1[cH:48][n:49][n:50]([CH2:51][c:52]2[cH:53][cH:54][cH:55][cH:56][cH:57]2)[c:58](=[O:59])[c:60]1[Cl:61])[C:62]([O:63][CH2:64][CH3:65])=[O:66])[CH3:67].[CH3:13][CH2:14][O-:15].[CH3:77][S:78]([CH3:79])=[O:80].[CH:70]([O:71][CH:72]([CH3:73])[CH3:74])([CH3:75])[CH3:76].[Cl-:68].[Na+:12].[Na+:69].[OH2:81]>>[CH2:16]([CH3:17])[O:18][C:19]([CH2:20][c:26]1[c:27](=[O:40])[n:28]([CH2:33][c:34]2[cH:35][cH:36][cH:37][cH:38][cH:39]2)[n:29][cH:30][c:31]1[Cl:32])=[O:41]. Starting materials: CC(C)(C)C(=O)OCn1c(=O)c2[nH]cnc2n(COC(=O)C(C)(C)C)c1=O, CN(C)C=O, CCOC(C)=O, O=C1CCC(=O)N1Cl. Product: CC(C)(C)C(=O)OCn1c(=O)c2[nH]c(Cl)nc2n(COC(=O)C(C)(C)C)c1=O. Reaction SMILES: [CH3:1][C:2]([C:3](=[O:4])[O:5][CH2:6][n:7]1[c:8](=[O:25])[n:9]([CH2:17][O:18][C:19]([C:20]([CH3:21])([CH3:22])[CH3:23])=[O:24])[c:10](=[O:16])[c:11]2[nH:12][cH:13][n:14][c:15]12)([CH3:26])[CH3:27].[CH3:36][N:37]([CH3:38])[CH:39]=[O:40].[CH3:41][CH2:42][O:43][C:44](=[O:45])[CH3:46].[Cl:28][N:29]1[C:30](=[O:31])[CH2:32][CH2:33][C:34]1=[O:35]>>[CH3:1][C:2]([C:3](=[O:4])[O:5][CH2:6][n:7]1[c:8](=[O:25])[n:9]([CH2:17][O:18][C:19]([C:20]([CH3:21])([CH3:22])[CH3:23])=[O:24])[c:10](=[O:16])[c:11]2[nH:12][c:13]([Cl:28])[n:14][c:15]12)([CH3:26])[CH3:27]. Reactants: NC=1C=CC(=C2CNC(C12)=O)Br (7-amino-4-bromoisoindolinone), C(CCC)[Sn](C=1OC=CC1)(CCCC)CCCC (2-(tributylstannyl)furane). The reagents and catalysts are Cl[Pd]([P](C1=CC=CC=C1)(C2=CC=CC=C2)C3=CC=CC=C3)([P](C4=CC=CC=C4)(C5=CC=CC=C5)C6=CC=CC=C6)Cl (bis(triphenylphosphine)dichloropalladium). Solvent: C1CCOC1 (THF). Product: NC=1C=CC(=C2CNC(C12)=O)C=1OC=CC1 (7-amino-4-(furan-2-yl)isoindolinone). Yield: 54.8%. As a reaction SMILES: [NH2:1][C:2]1[CH:3]=[CH:4][C:5](Br)=[C:6]2[C:10]=1[C:9](=[O:11])[NH:8][CH2:7]2.C([Sn](CCCC)(CCCC)[C:18]1[O:19][CH:20]=[CH:21][CH:22]=1)CCC>C1COCC1.Cl[Pd](Cl)([P](C1C=CC=CC=1)(C1C=CC=CC=1)C1C=CC=CC=1)[P](C1C=CC=CC=1)(C1C=CC=CC=1)C1C=CC=CC=1>[NH2:1][C:2]1[CH:3]=[CH:4][C:5]([C:18]2[O:19][CH:20]=[CH:21][CH:22]=2)=[C:6]2[C:10]=1[C:9](=[O:11])[NH:8][CH2:7]2 |^1:38,57|. Procedure: In a similar manner to Step 1 of Example 10, 7-amino-4-bromoisoindolinone (234 mg, 1.03 mmol) was dissolved in THF (11.6 mL), and the solution was treated with 2-(tributylstannyl)furane (0.649 mL, 2.06 mmol) and bis(triphenylphosphine)dichloropalladium (58 mg, 0.082 mmol), followed by purification by preparative thin-layer chromatography (chloroform/acetone=4/1, chloroform/methanol=12/1) to obtain 7-amino-4-(furan-2-yl)isoindolinone (121 mg, yield 55%).